From a dataset of the Open Reaction Database (ORD), a public repository of structured organic reaction records. describe an organic reaction: reactants, conditions, products, and yield Reactants: Cl (hydrochloric acid), COCOC1=CC=C(C=C1)N1CCC(CC1)CCOCC1=CC=C(C=C1)OC(F)(F)F (1-(4-methoxymethoxyphenyl)-4-[2-(4-trifluoromethoxybenzyloxy)ethyl]piperidine). Solvent: C(C)O (ethanol). Run at temperature 60 celsius, time 2 hour. Product: FC(OC1=CC=C(COCCC2CCN(CC2)C2=CC=C(C=C2)O)C=C1)(F)F (4-{4-[2-(4-trifluoromethoxybenzyloxy)ethyl]piperidin-1-yl}phenol). Isolated yield 98.6%. As a reaction SMILES: Cl.COC[O:5][C:6]1[CH:11]=[CH:10][C:9]([N:12]2[CH2:17][CH2:16][CH:15]([CH2:18][CH2:19][O:20][CH2:21][C:22]3[CH:27]=[CH:26][C:25]([O:28][C:29]([F:32])([F:31])[F:30])=[CH:24][CH:23]=3)[CH2:14][CH2:13]2)=[CH:8][CH:7]=1>C(O)C>[F:31][C:29]([F:30])([F:32])[O:28][C:25]1[CH:24]=[CH:23][C:22]([CH2:21][O:20][CH2:19][CH2:18][CH:15]2[CH2:14][CH2:13][N:12]([C:9]3[CH:8]=[CH:7][C:6]([OH:5])=[CH:11][CH:10]=3)[CH2:17][CH2:16]2)=[CH:27][CH:26]=1. Reported procedure: 6 N hydrochloric acid (1 ml) was added to an ethanol solution (15 ml) of 1-(4-methoxymethoxyphenyl)-4-[2-(4-trifluoromethoxybenzyloxy)ethyl]piperidine (1.51 g) and stirred at 60° C. for 2 hours. The mixture was cooled to room temperature and concentrated under reduced pressure. A saturated sodium hydrogen carbonate aqueous solution was added to the residue, followed by extraction with dichloromethane. The organic layer was dried over magnesium sulfate and concentrated under reduced pressure to a... The reactants are ClCCl, Cc1cc(Cn2ccc3cc(C(=O)Cl)ccc32)c2c(n1)CC=CC2, COC(=O)CC1(N)CCOCC1, O. Product: COC(=O)CC1(NC(=O)c2ccc3c(ccn3Cc3cc(C)nc4c3CC=CC4)c2)CCOCC1. Reaction SMILES: [CH2:37]([Cl:38])[Cl:39].[CH3:13][c:14]1[n:15][c:16]2[c:21]([c:22]([CH2:24][n:25]3[cH:26][cH:27][c:28]4[cH:29][c:30]([C:34](=[O:35])[Cl:36])[cH:31][cH:32][c:33]34)[cH:23]1)[CH2:20][CH:19]=[CH:18][CH2:17]2.[NH2:1][C:2]1([CH2:8][C:9](=[O:10])[O:11][CH3:12])[CH2:3][CH2:4][O:5][CH2:6][CH2:7]1.[OH2:40]>>[NH:1]([C:2]1([CH2:8][C:9](=[O:10])[O:11][CH3:12])[CH2:3][CH2:4][O:5][CH2:6][CH2:7]1)[C:34]([c:30]1[cH:29][c:28]2[cH:27][cH:26][n:25]([CH2:24][c:22]3[c:21]4[c:16]([n:15][c:14]([CH3:13])[cH:23]3)[CH2:17][CH:18]=[CH:19][CH2:20]4)[c:33]2[cH:32][cH:31]1)=[O:35]. Starting materials: ClC=1C(=CC2=C(CC(O2)O)C1)N1CCCCC1 (5-chloro-2-hydroxy-6-(piperidin-1-yl)-2,3-dihydrobenzofuran). Reagents/catalysts: [Pt]=O (platinum oxide). Run in C(C)O (ethanol). Product: ClC=1C(=CC2=C(CCO2)C1)N1CCCCC1 (5-chloro-6-(piperidin-1-yl)-2,3-dihydrobenzofuran). RXN SMILES: [Cl:1][C:2]1[C:3]([N:12]2[CH2:17][CH2:16][CH2:15][CH2:14][CH2:13]2)=[CH:4][C:5]2[O:9][CH:8](O)[CH2:7][C:6]=2[CH:11]=1>C(O)C.[Pt]=O>[Cl:1][C:2]1[C:3]([N:12]2[CH2:13][CH2:14][CH2:15][CH2:16][CH2:17]2)=[CH:4][C:5]2[O:9][CH2:8][CH2:7][C:6]=2[CH:11]=1. Procedure details: 5 mg of platinum oxide are added to a solution of 250 mg (1.00 mmole) of crude 5-chloro-2-hydroxy-6-(piperidin-1-yl)-2,3-dihydrobenzofuran in 5 ml of absolute ethanol and the whole is hydrogenated at room temperature and 3 atmospheres. The catalyst is filtered off and the filtrate is concentrated in a vacuum rotary evaporator. The residue is chromatographed over silica gel using methylene chloride as eluant. Recrystallisation from petroleum ether yields 5-chloro-6-(piperidin-1-yl)-2,3-dihydroben...